Dataset: the Open Reaction Database (ORD), a public repository of structured organic reaction records. Task: describe an organic reaction: reactants, conditions, products, and yield Reactants: O=S(=O)(O)c1ccc(Oc2ccc(F)cc2)cc1, CN(C)C=O, O=S(Cl)Cl. Product: O=S(=O)(Cl)c1ccc(Oc2ccc(F)cc2)cc1. RXN SMILES: [F:1][c:2]1[cH:3][cH:4][c:5]([O:6][c:7]2[cH:8][cH:9][c:10]([S:13](=[O:14])(=[O:15])[OH:16])[cH:11][cH:12]2)[cH:17][cH:18]1.[O:23]=[CH:24][N:25]([CH3:26])[CH3:27].[S:19]([Cl:20])([Cl:21])=[O:22]>>[F:1][c:2]1[cH:3][cH:4][c:5]([O:6][c:7]2[cH:8][cH:9][c:10]([S:13](=[O:14])(=[O:15])[Cl:21])[cH:11][cH:12]2)[cH:17][cH:18]1. Reactants: CCCCCC(CC(=O)Nc1cc(CN)ccc1C(C)(C)C)c1cc(OC)c(OC)c(OC)c1, CC(=O)OC(C)=O. Yields the product CCCCCC(CC(=O)Nc1cc(CNC(C)=O)ccc1C(C)(C)C)c1cc(OC)c(OC)c(OC)c1. Reaction SMILES: [C:1]([CH3:2])([CH3:3])([CH3:4])[c:5]1[c:6]([NH:13][C:14]([CH2:15][CH:16]([CH2:17][CH2:18][CH2:19][CH2:20][CH3:21])[c:22]2[cH:23][c:24]([O:32][CH3:33])[c:25]([O:30][CH3:31])[c:26]([O:28][CH3:29])[cH:27]2)=[O:34])[cH:7][c:8]([CH2:11][NH2:12])[cH:9][cH:10]1.[CH3:35][C:36](=[O:37])[O:38][C:39](=[O:40])[CH3:41]>>[C:1]([CH3:2])([CH3:3])([CH3:4])[c:5]1[c:6]([NH:13][C:14]([CH2:15][CH:16]([CH2:17][CH2:18][CH2:19][CH2:20][CH3:21])[c:22]2[cH:23][c:24]([O:32][CH3:33])[c:25]([O:30][CH3:31])[c:26]([O:28][CH3:29])[cH:27]2)=[O:34])[cH:7][c:8]([CH2:11][NH:12][C:36]([CH3:35])=[O:37])[cH:9][cH:10]1. The reactants are [Br-], CCOC(=O)C1CCN(S(=O)(=O)c2ccccc2)CC1, [Mg+]C1CCCCC1, C1CCOC1. Yields the product O=C(C1CCCCC1)C1CCN(S(=O)(=O)c2ccccc2)CC1. As a reaction SMILES: [Br-:21].[CH2:1]([O:2][C:4](=[O:5])[CH:6]1[CH2:7][CH2:8][N:9]([S:12](=[O:13])(=[O:14])[c:15]2[cH:16][cH:17][cH:18][cH:19][cH:20]2)[CH2:10][CH2:11]1)[CH3:3].[CH:22]1([Mg+:28])[CH2:23][CH2:24][CH2:25][CH2:26][CH2:27]1.[O:29]1[CH2:30][CH2:31][CH2:32][CH2:33]1>>[C:4](=[O:5])([CH:6]1[CH2:7][CH2:8][N:9]([S:12](=[O:13])(=[O:14])[c:15]2[cH:16][cH:17][cH:18][cH:19][cH:20]2)[CH2:10][CH2:11]1)[CH:22]1[CH2:23][CH2:24][CH2:25][CH2:26][CH2:27]1. The reactants are OC=1C=C2C(C=C(OC2=CC1)C1=CC=CC=C1)=O (6-hydroxyflavone), BrCCCCCCCCCBr (1,9-dibromononane), CN1CCNCC1 (4-methyl piperazine). Product: CN1CCN(CC1)CCCCCCCCCOC=1C=CC2=C(C(C=C(O2)C2=CC=CC=C2)=O)C1 (6-[9-(4-Methylpiperazinyl)nonoxy1-2-phenyl-4H-1-benzopyran-4-one). RXN SMILES: [OH:1][C:2]1[CH:3]=[C:4]2[C:9](=[CH:10][CH:11]=1)[O:8][C:7]([C:12]1[CH:17]=[CH:16][CH:15]=[CH:14][CH:13]=1)=[CH:6][C:5]2=[O:18].Br[CH2:20][CH2:21][CH2:22][CH2:23][CH2:24][CH2:25][CH2:26][CH2:27][CH2:28]Br.[CH3:30][N:31]1[CH2:36][CH2:35][NH:34][CH2:33][CH2:32]1>>[CH3:30][N:31]1[CH2:36][CH2:35][N:34]([CH2:20][CH2:21][CH2:22][CH2:23][CH2:24][CH2:25][CH2:26][CH2:27][CH2:28][O:1][C:2]2[CH:11]=[CH:10][C:9]3[O:8][C:7]([C:12]4[CH:17]=[CH:16][CH:15]=[CH:14][CH:13]=4)=[CH:6][C:5](=[O:18])[C:4]=3[CH:3]=2)[CH2:33][CH2:32]1. Procedure details: The compound was prepared by a method similar to Example 2 from 6-hydroxyflavone, 1,9-dibromononane and 4-methyl piperazine: mp 77°-80° C. The reactants are CNCCC1=CNC2=CC=CC=C12 (3-(2-methylaminoethyl)-indole), CC1(C(=O)OC(CC1)=O)C (2,2-dimethylglutaric anhydride). Solvent: C1=CC=CC=C1 (benzene). Conditions: time 8 hour. Product: C(=O)(O)C(CCC(=O)N(C)CCC1=CNC2=CC=CC=C12)(C)C (3-[2-(N-(4-carboxy-4,4-dimethyl-1-oxobutyl)-N-methylamino)-ethyl]-indole). RXN SMILES: [CH3:1][NH:2][CH2:3][CH2:4][C:5]1[C:13]2[C:8](=[CH:9][CH:10]=[CH:11][CH:12]=2)[NH:7][CH:6]=1.[CH3:14][C:15]1([CH3:23])[CH2:21][CH2:20][C:19](=[O:22])[O:18][C:16]1=[O:17]>C1C=CC=CC=1>[C:16]([C:15]([CH3:23])([CH3:14])[CH2:21][CH2:20][C:19]([N:2]([CH2:3][CH2:4][C:5]1[C:13]2[C:8](=[CH:9][CH:10]=[CH:11][CH:12]=2)[NH:7][CH:6]=1)[CH3:1])=[O:22])([OH:18])=[O:17]. Reported procedure: 6.97 g of 3-(2-methylaminoethyl)-indole, 100 ml of dry benzene and 5.69 g of 2,2-dimethylglutaric anhydride are introduced at ambient temperature into a 250 ml round-bottomed flask provided with a condenser, a CaCl2 drying tube and a magnetic stirrer. The reaction mixture is heated slowly at the reflux temperature for 1 hour 30 minutes with stirring. It is then left to cool and to stand overnight at ambient temperature. Reactants: BrC=1C(=NC(=C(C(=O)OCC)C1)OCC)C1=CC=C(C=C1)F (ethyl 5-bromo-2-ethoxy-6-(4-fluorophenyl)nicotinate), C1(CC1)B(O)O (cyclopropylboronic acid), C1(CCCCC1)P(C1=C(C=CC=C1)C1=C(C=CC=C1OC)OC)C1CCCCC1 (dicyclohexyl(2′,6′-dimethoxybiphenyl-2-yl)phosphine), C([O-])([O-])=O.[Na+].[Na+] (sodium carbonate), resultant mixture. The reagents and catalysts are C=1C=CC(=CC1)/C=C/C(=O)/C=C/C2=CC=CC=C2.C=1C=CC(=CC1)/C=C/C(=O)/C=C/C2=CC=CC=C2.C=1C=CC(=CC1)/C=C/C(=O)/C=C/C2=CC=CC=C2.[Pd].[Pd] (Tris(dibenzylideneacetone)dipalladium(0)). Solvent: C1(=CC=CC=C1)C (toluene), O (water). Product: C1(CC1)C=1C(=NC(=C(C(=O)OCC)C1)OCC)C1=CC=C(C=C1)F (Ethyl 5-cyclopropyl-2-ethoxy-6-(4-fluorophenyl)nicotinate). The yield is 96.0%. Reaction SMILES: Br[C:2]1[C:3]([C:16]2[CH:21]=[CH:20][C:19]([F:22])=[CH:18][CH:17]=2)=[N:4][C:5]([O:13][CH2:14][CH3:15])=[C:6]([CH:12]=1)[C:7]([O:9][CH2:10][CH3:11])=[O:8].[CH:23]1(B(O)O)[CH2:25][CH2:24]1.C1(P(C2CCCCC2)C2C=CC=CC=2C2C(OC)=CC=CC=2OC)CCCCC1.C(=O)([O-])[O-].[Na+].[Na+]>C1C=CC(/C=C/C(/C=C/C2C=CC=CC=2)=O)=CC=1.C1C=CC(/C=C/C(/C=C/C2C=CC=CC=2)=O)=CC=1.C1C=CC(/C=C/C(/C=C/C2C=CC=CC=2)=O)=CC=1.[Pd].[Pd].O.C1(C)C=CC=CC=1>[CH:23]1([C:2]2[C:3]([C:16]3[CH:21]=[CH:20][C:19]([F:22])=[CH:18][CH:17]=3)=[N:4][C:5]([O:13][CH2:14][CH3:15])=[C:6]([CH:12]=2)[C:7]([O:9][CH2:10][CH3:11])=[O:8])[CH2:25][CH2:24]1 |f:3.4.5,6.7.8.9.10|. Procedure details: Tris(dibenzylideneacetone)dipalladium(0) (418 mg) was added to a mixture of ethyl 5-bromo-2-ethoxy-6-(4-fluorophenyl)nicotinate (2.40 g), cyclopropylboronic acid (1.68 g), dicyclohexyl(2′,6′-dimethoxybiphenyl-2-yl)phosphine (401 mg), a 2 M aqueous sodium carbonate solution (9.78 mL), and toluene (25 mL), and the resultant mixture was stirred at 100° C. for 2 hours in an argon atmosphere. The reaction mixture was allowed to cool to room temperature and poured to water, followed by extraction with...